This data is from the Open Reaction Database (ORD), a public repository of structured organic reaction records. The task is: describe an organic reaction: reactants, conditions, products, and yield The reactants are CC(C)(C)OC(=O)NCC1CN(C(c2ccccc2)c2ccccc2)C1, CO, [OH-], [OH-], [Pd+2]. The product is CC(C)(C)OC(=O)NCC1CNC1. Reaction SMILES: [C:1]([CH3:2])([CH3:3])([CH3:4])[O:5][C:6](=[O:7])[NH:8][CH2:9][CH:10]1[CH2:11][N:12]([CH:14]([c:15]2[cH:16][cH:17][cH:18][cH:19][cH:20]2)[c:21]2[cH:22][cH:23][cH:24][cH:25][cH:26]2)[CH2:13]1.[CH3:27][OH:28].[OH-:29].[OH-:30].[Pd+2:31]>>[C:1]([CH3:2])([CH3:3])([CH3:4])[O:5][C:6](=[O:7])[NH:8][CH2:9][CH:10]1[CH2:11][NH:12][CH2:13]1. The reactants are OC1=C(C(NC2=CC(=CN=C12)CC1=CC=CC=C1)=O)C(=O)OCC (ethyl 4-hydroxy-2-oxo-7-(phenylmethyl)-1,2-dihydro-1,5-naphthyridine-3-carboxylate), C1(CCCC1)N (cyclopentylamine), Cl (HCl). The product is C1(CCCC1)NC(=O)C=1C(NC2=CC(=CN=C2C1O)CC1=CC=CC=C1)=O (N-Cyclopentyl-4-hydroxy-2-oxo-7-(phenylmethyl)-1,2-dihydro-1,5-naphthyridine-3-carboxamide). As a reaction SMILES: [OH:1][C:2]1[C:11]2[C:6](=[CH:7][C:8]([CH2:12][C:13]3[CH:18]=[CH:17][CH:16]=[CH:15][CH:14]=3)=[CH:9][N:10]=2)[NH:5][C:4](=[O:19])[C:3]=1[C:20]([O:22]CC)=O.[CH:25]1([NH2:30])[CH2:29][CH2:28][CH2:27][CH2:26]1.Cl>>[CH:25]1([NH:30][C:20]([C:3]2[C:4](=[O:19])[NH:5][C:6]3[C:11]([C:2]=2[OH:1])=[N:10][CH:9]=[C:8]([CH2:12][C:13]2[CH:14]=[CH:15][CH:16]=[CH:17][CH:18]=2)[CH:7]=3)=[O:22])[CH2:29][CH2:28][CH2:27][CH2:26]1. Reported procedure: This compound was prepared from ethyl 4-hydroxy-2-oxo-7-(phenylmethyl)-1,2-dihydro-1,5-naphthyridine-3-carboxylate and cyclopentylamine employing methods similar to those described in Example 2 and was obtained as a white solid: 1H NMR (d6-DMSO) δ 10.75 (1H, br), 8.24 (1H, s), 7.35 (1H, s), 7.32-7.20 (5H, m), 4.21 (1H, m, J=6.7 Hz), 4.04 (2H, s), 1.93-1.35 (8H, m); Anal. Calcd for C21H21N3O3.1.90 HCl: C, 58.29; H, 5.33; N, 9.71. Found: C, 58.31; H, 5.33; N, 9.85. Reactants: COC(=O)C1=C(N=C(S1)N1C=NC2=C1C=C(C(=C2)OC)OC)Br (4-bromo-2-(5,6-dimethoxy-benzoimidazol-1-yl)-thiazole-5-carboxylic acid methyl ester), ClC=1C=C(C=CC1)B(O)O (3-chlorophenylboronic acid). Yields the product ClC=1C=C(C=CC1)C=1N=C(SC1C(=O)O)N1C=NC2=C1C=C(C(=C2)OC)OC (4-(3-Chloro-phenyl)-2-(5,6-dimethoxy-benzoimidazol-1-yl)-thiazole-5-carboxylic acid). Isolated yield 20.7%. As a reaction SMILES: C[O:2][C:3]([C:5]1[S:9][C:8]([N:10]2[C:14]3[CH:15]=[C:16]([O:21][CH3:22])[C:17]([O:19][CH3:20])=[CH:18][C:13]=3[N:12]=[CH:11]2)=[N:7][C:6]=1Br)=[O:4].[Cl:24][C:25]1[CH:26]=[C:27](B(O)O)[CH:28]=[CH:29][CH:30]=1>>[Cl:24][C:25]1[CH:30]=[C:29]([C:6]2[N:7]=[C:8]([N:10]3[C:14]4[CH:15]=[C:16]([O:21][CH3:22])[C:17]([O:19][CH3:20])=[CH:18][C:13]=4[N:12]=[CH:11]3)[S:9][C:5]=2[C:3]([OH:2])=[O:4])[CH:28]=[CH:27][CH:26]=1. Procedure: In a similar manner as described for Example 26, 4-bromo-2-(5,6-dimethoxy-benzoimidazol-1-yl)-thiazole-5-carboxylic acid methyl ester (40 mg, 0.1 mmol) and 3-chlorophenylboronic acid (23.5 mg, 0.15 mmol) gave 4-(3-Chloro-phenyl)-2-(5,6-dimethoxy-benzoimidazol-1-yl)-thiazole-5-carboxylic acid (8.6 mg, 21%) as a white solid. MS m/z 416 (M+1). The solvent is C1CCOC1 (THF), C(C)O (ethanol). Procedure details: To a solution of 5-bromopyrimidine-2-carboxylic acid methyl ester (5.0 g, 23.0 mmol) in THF (10 mL) was added 8 N solution of methyl amine in ethanol (11.5 mL). The reaction mixture was heated 20 min in a microwave oven, cooled down to room temperature and concentrated under pressure to give 5 g of 5-bromo-N-methylpyrimidine-2-carboxamide as a solid LCMS: 216, 218 (M+1). The reactants are COC(=O)C1=NC=C(C=N1)Br (5-bromopyrimidine-2-carboxylic acid methyl ester), solution, CN (methyl amine). Product: BrC=1C=NC(=NC1)C(=O)NC (5-bromo-N-methylpyrimidine-2-carboxamide). Reaction SMILES: CO[C:3]([C:5]1[N:10]=[CH:9][C:8]([Br:11])=[CH:7][N:6]=1)=[O:4].[CH3:12][NH2:13]>C1COCC1.C(O)C>[Br:11][C:8]1[CH:7]=[N:6][C:5]([C:3]([NH:13][CH3:12])=[O:4])=[N:10][CH:9]=1. Starting materials: C1(O)=CC(O)=CC=C1 (Resorcinol), C(\C=C\C)(=O)O (crotonic acid). Reagents/catalysts: [Cl-].[Zn+2].[Cl-] (zinc chloride). The product is OC1=CC2=C(C(CC(O2)C)=O)C=C1 (2,3-dihydro-7-hydroxy-2-methyl-4-oxobenzopyran). Isolated yield 41.0%. As a reaction SMILES: [C:1]1([CH:8]=[CH:7][CH:6]=[C:4]([OH:5])[CH:3]=1)[OH:2].[C:9](O)(=[O:13])/[CH:10]=[CH:11]/[CH3:12]>[Cl-].[Zn+2].[Cl-]>[OH:2][C:1]1[CH:8]=[CH:7][C:6]2[C:9](=[O:13])[CH2:10][CH:11]([CH3:12])[O:5][C:4]=2[CH:3]=1 |f:2.3.4|. Procedure details: Resorcinol (11 g) and 17.2 g of crotonic acid were heated at 180° C. for 30 minutes together with 15 g of zinc chloride with stirring. The reaction mixture was extracted with ethyl acetate, and purified by column chromatography to give 7.3 g of 2,3-dihydro-7-hydroxy-2-methyl-4-oxobenzopyran. The OH group of the compound was benzylated in a customary manner, and then the product was reacted with CH3MgBr in tetrahydrofuran. The product was then hydrogenated in ethanol at room temperature for 13 ho... Product: [Cl-], O=C(C[N+]12CCC(CC1)C(OC(=O)C1(c3ccccc3)CCCCCC1)C2)Nc1ccccn1. Reaction SMILES: [CH3:36][C:37]#[N:38].[Cl:25][CH2:26][C:27](=[O:28])[NH:29][c:30]1[n:31][cH:32][cH:33][cH:34][cH:35]1.[N:1]12[CH2:2][CH:3]([O:9][C:10](=[O:11])[C:12]3([c:19]4[cH:20][cH:21][cH:22][cH:23][cH:24]4)[CH2:13][CH2:14][CH2:15][CH2:16][CH2:17][CH2:18]3)[CH:4]([CH2:5][CH2:6]1)[CH2:7][CH2:8]2>>[Cl-:25].[N+:1]12([CH2:26][C:27](=[O:28])[NH:29][c:30]3[n:31][cH:32][cH:33][cH:34][cH:35]3)[CH2:2][CH:3]([O:9][C:10](=[O:11])[C:12]3([c:19]4[cH:20][cH:21][cH:22][cH:23][cH:24]4)[CH2:13][CH2:14][CH2:15][CH2:16][CH2:17][CH2:18]3)[CH:4]([CH2:5][CH2:6]1)[CH2:7][CH2:8]2. Starting materials: CC#N, O=C(CCl)Nc1ccccn1, O=C(OC1CN2CCC1CC2)C1(c2ccccc2)CCCCCC1. The reactants are [Ag+], O=C([O-])O, CCO, N#C[K], O=[N+]([O-])[O-], [Na+], C1CCOC1, O, C[Si](C)(C)C#Cc1ccc2c(c1)C(=Cc1ccc[nH]1)C(=O)N2. The product is C#Cc1ccc2c(c1)C(=Cc1ccc[nH]1)C(=O)N2. Reaction SMILES: [Ag+:44].[C:26](=[O:27])([OH:28])[O-:29].[CH3:31][CH2:32][OH:33].[K:23][C:24]#[N:25].[N+:40]([O-:41])([O-:42])=[O:43].[Na+:30].[O:34]1[CH2:35][CH2:36][CH2:37][CH2:38]1.[OH2:39].[nH:1]1[c:2]([CH:6]=[C:7]2[C:8](=[O:22])[NH:9][c:10]3[cH:11][cH:12][c:13]([C:16]#[C:17][Si:18]([CH3:19])([CH3:20])[CH3:21])[cH:14][c:15]32)[cH:3][cH:4][cH:5]1>>[nH:1]1[c:2]([CH:6]=[C:7]2[C:8](=[O:22])[NH:9][c:10]3[cH:11][cH:12][c:13]([C:16]#[CH:17])[cH:14][c:15]32)[cH:3][cH:4][cH:5]1.